From a dataset of the Open Reaction Database (ORD), a public repository of structured organic reaction records. describe an organic reaction: reactants, conditions, products, and yield Starting materials: [C@@H]12CNCC[C@H]2CN1C1=NC(=NC(=C1)C)N(C)C ((1R,6S)-[4-(3,8-diaza-bicyclo[4.2.0]oct-8-yl)-6-methyl-pyrimidin-2-yl]-dimethyl-amine), FC1=C(C(=O)O)C(=CC=C1)N1N=CC=N1 (2-fluoro-6-[1,2,3]triazol-2-yl-benzoic acid), S1C(=CC=C1)C1=C(C(=O)O)C=CC=C1 (2-thiophen-2-yl-benzoic acid), CC1=NC(=NC(=C1)C)N1C[C@@H]2CCNC[C@H]12 ((1R,6S)8-(4,6-dimethyl-pyrimidin-2-yl)-3,8-diaza-bicyclo[4.2.0]octane), FC1=C(C(=O)O)C(=CC=C1)N1N=CC=N1 (2-fluoro-6-[1,2,3]triazol-2-yl-benzoic acid). The product is CN(C1=NC(=CC(=N1)N1C[C@@H]2CCN(C[C@H]12)C(=O)C1=C(C=CC=C1N1N=CC=N1)F)C)C ((1R,6S)-[8-(2-Dimethylamino-6-methyl-pyrimidin-4-yl)-3,8-diaza-bicyclo[4.2.0]oct-3-yl]-(2-fluoro-6-[1,2,3]triazol-2-yl-phenyl)-methanone). RXN SMILES: [C@@H:1]12[N:8]([C:9]3[CH:14]=[C:13]([CH3:15])[N:12]=[C:11]([N:16]([CH3:18])[CH3:17])[N:10]=3)[CH2:7][C@@H:6]1[CH2:5][CH2:4][NH:3][CH2:2]2.CC1C=C(C)N=C(N2[C@@H]3[C@@H](CCNC3)C2)N=1.[F:35][C:36]1[CH:44]=[CH:43][CH:42]=[C:41]([N:45]2[N:49]=[CH:48][CH:47]=[N:46]2)[C:37]=1[C:38](O)=[O:39].S1C=CC=C1C1C=CC=CC=1C(O)=O>>[CH3:18][N:16]([CH3:17])[C:11]1[N:10]=[C:9]([N:8]2[C@@H:1]3[C@@H:6]([CH2:5][CH2:4][N:3]([C:38]([C:37]4[C:41]([N:45]5[N:49]=[CH:48][CH:47]=[N:46]5)=[CH:42][CH:43]=[CH:44][C:36]=4[F:35])=[O:39])[CH2:2]3)[CH2:7]2)[CH:14]=[C:13]([CH3:15])[N:12]=1. Procedure details: The title compound was prepared in a manner analogous to Example 1, substituting (1R,6S)-[4-(3,8-diaza-bicyclo[4.2.0]oct-8-yl)-6-methyl-pyrimidin-2-yl]-dimethyl-amine (Intermediate L) for (1R,6S)8-(4,6-dimethyl-pyrimidin-2-yl)-3,8-diaza-bicyclo[4.2.0]octane and 2-fluoro-6-[1,2,3]triazol-2-yl-benzoic acid (Intermediate 15) for 2-thiophen-2-yl-benzoic acid. MS (ESI) mass calcd. for C22H25FN8O, 436.492; m/z found 437.0 [M+H]+. 1H NMR (400 MHz, CDCl3): 8.19-7.72 (m, 2M), 7.55-7.29 (m, 2H), 7.21-6.81...